From a dataset of the Open Reaction Database (ORD), a public repository of structured organic reaction records. describe an organic reaction: reactants, conditions, products, and yield Starting materials: C(C)OC(=O)N1CCNCC1 (Piperazine-1-carboxylic acid ethyl ester), C(=O)([O-])[O-].[K+].[K+] (K2CO3), BrCCCCl (1-bromo-3-chloropropane). Run in CN(C)C=O (DMF). Yields the product C(C)OC(=O)N1CCN(CC1)CCCCl (4-(3-Chloro-Propyl)-piperazine-1-carboxylic acid ethyl ester). Yield: 69.9%. RXN SMILES: [CH2:1]([O:3][C:4]([N:6]1[CH2:11][CH2:10][NH:9][CH2:8][CH2:7]1)=[O:5])[CH3:2].C([O-])([O-])=O.[K+].[K+].Br[CH2:19][CH2:20][CH2:21][Cl:22]>CN(C=O)C>[CH2:1]([O:3][C:4]([N:6]1[CH2:7][CH2:8][N:9]([CH2:19][CH2:20][CH2:21][Cl:22])[CH2:10][CH2:11]1)=[O:5])[CH3:2] |f:1.2.3|. Reported procedure: Piperazine-1-carboxylic acid ethyl ester (3.0 g, 18.9 mmol), K2CO3 (2.8 g, 1.1 eq.), DMF (30 ml, 10 vol) and 1-bromo-3-chloropropane (1.8 ml, 18.9 mmol, 1 eq.) were reacted together at room temperature overnight. The reaction was quenched with water (100 ml) and extracted with DCM (3×50 ml). The combined DCM extracts were dried over MgSO4, filtered washed with DCM and concentrated in vacuo to give the title compound (3.1 g, 70%) as a pale yellow oil. As a reaction SMILES: [C:14]([CH3:15])([CH3:16])([CH3:17])[O:18][C:19](=[O:20])[NH:21][CH2:22][C:23](=[O:24])[OH:25].[CH3:27][O:28][C:29]([CH:30]1[N:31]([C:35]([CH2:36][N:37]([CH3:38])[C:39]([CH:40]([NH2:41])[CH2:42][CH2:43][CH2:44][CH:45]([NH2:46])[C:47](=[O:48])[O:49][CH2:50][c:51]2[cH:52][cH:53][cH:54][cH:55][cH:56]2)=[O:57])=[O:58])[CH2:32][CH2:33][CH2:34]1)=[O:59].[CH3:75][O:76][C:77](=[O:78])[CH:79]1[CH2:80][CH2:81][CH2:82][N:83]1[C:84](=[O:85])[CH2:86][N:87]([C:88](=[O:89])[C:90]([C:91]([O:92][C:93]([CH3:94])([CH3:95])[CH3:96])=[O:97])([CH2:98][CH2:99][CH2:100][CH:101]([C:102]([O:103][CH2:104][c:105]1[cH:106][cH:107][cH:108][cH:109][cH:110]1)=[O:111])[NH2:112])[NH2:113])[CH3:114].[CH:115]([Cl:116])([Cl:117])[Cl:118].[CH:1]1([NH:2][CH:3]2[CH2:4][CH2:5][CH2:6][CH2:7][CH2:8]2)[CH2:9][CH2:10][CH2:11][CH2:12][CH2:13]1.[CH:60]1([N:61]=[C:62]=[N:63][CH:64]2[CH2:65][CH2:66][CH2:67][CH2:68][CH2:69]2)[CH2:70][CH2:71][CH2:72][CH2:73][CH2:74]1.[ClH:26]>>[C:14]([CH3:15])([CH3:16])([CH3:17])[O:18][C:19](=[O:20])[NH:21][CH2:22][C:23](=[O:25])[NH:41][CH:40]([C:39]([N:37]([CH2:36][C:35]([N:31]1[CH:30]([C:29]([O:28][CH3:27])=[O:59])[CH2:34][CH2:33][CH2:32]1)=[O:58])[CH3:38])=[O:57])[CH2:42][CH2:43][CH2:44][CH:45]([NH2:46])[C:47](=[O:48])[O:49][CH2:50][c:51]1[cH:52][cH:53][cH:54][cH:55][cH:56]1. The reactants are CC(C)(C)OC(=O)NCC(=O)O, COC(=O)C1CCCN1C(=O)CN(C)C(=O)C(N)CCCC(N)C(=O)OCc1ccccc1, COC(=O)C1CCCN1C(=O)CN(C)C(=O)C(N)(CCCC(N)C(=O)OCc1ccccc1)C(=O)OC(C)(C)C, ClC(Cl)Cl, C1CCC(NC2CCCCC2)CC1, C(=NC1CCCCC1)=NC1CCCCC1, Cl. Yields the product COC(=O)C1CCCN1C(=O)CN(C)C(=O)C(CCCC(N)C(=O)OCc1ccccc1)NC(=O)CNC(=O)OC(C)(C)C. Reactants: C=1C=CC2=C(C1)C(=O)NC=N2 (quinazolinone), CC1=CC(=C(C=C1)NC(=O)C)C (2,4-dimethylacetanilide). Yields the product CC1=NC2=C(C=C(C=C2C(N1)=O)C)C (3,4-dihydro-2,6,8-trimethylquinazolin-4-one). Reaction SMILES: C1C=CC2N=C[NH:9][C:7](=[O:8])C=2C=1.[CH3:12][C:13]1[CH:18]=[CH:17][C:16]([NH:19][C:20]([CH3:22])=O)=[C:15]([CH3:23])[CH:14]=1>>[CH3:22][C:20]1[NH:9][C:7](=[O:8])[C:17]2[C:16](=[C:15]([CH3:23])[CH:14]=[C:13]([CH3:12])[CH:18]=2)[N:19]=1. Reported procedure: The quinazolinone used as starting material was obtained using the first part of the process described in Example 1 concerning the preparation of starting materials except that 2,4-dimethylacetanilide was used in place of 3,4-dimethylacetanilide. Only one isomer, 3,4-dihydro-2,6,8-trimethylquinazolin-4-one, was obtained. Sodium hydride (2.39 g) was added to a stirred suspension of the product thus obtained (9.3 g) in dimethylformamide (100 ml) and the mixture was stirred at laboratory temperatur...